From a dataset of the Open Reaction Database (ORD), a public repository of structured organic reaction records. describe an organic reaction: reactants, conditions, products, and yield Reactants: [Ag+2], O=C1c2ccccc2C(=O)N1CBr, O=C([O-])[O-], Oc1ccccn1, c1ccccc1. Product: O=C1c2ccccc2C(=O)N1COc1ccccn1. As a reaction SMILES: [Ag+2:31].[Br:8][CH2:9][N:10]1[C:11](=[O:20])[c:12]2[c:13]([cH:16][cH:17][cH:18][cH:19]2)[C:14]1=[O:15].[C:27](=[O:28])([O-:29])[O-:30].[OH:1][c:2]1[n:3][cH:4][cH:5][cH:6][cH:7]1.[cH:21]1[cH:22][cH:23][cH:24][cH:25][cH:26]1>>[O:1]([c:2]1[n:3][cH:4][cH:5][cH:6][cH:7]1)[CH2:9][N:10]1[C:11](=[O:20])[c:12]2[c:13]([cH:16][cH:17][cH:18][cH:19]2)[C:14]1=[O:15].